Dataset: the Open Reaction Database (ORD), a public repository of structured organic reaction records. Task: describe an organic reaction: reactants, conditions, products, and yield The reactants are O.NN (hydrazine monohydrate), O([Si](C1=CC=CC=C1)(C1=CC=CC=C1)C(C)(C)C)CCC1(CCCCC1)CCN1C(C=2C(C1=O)=CC=CC2)=O (N-[2-[1-[2(tert-butyldiphenylsiloxy)ethyl]cyclohexyl]-ethyl]phthalimide), C(C)OCC (diethyl ether). Solvent: C(C)O (ethanol). Yields the product O([Si](C1=CC=CC=C1)(C1=CC=CC=C1)C(C)(C)C)CCC1(CCCCC1)CCN (2-[1-[2-(tert-Butyldiphenylsiloxy)ethyl]cyclohexyl]ethyl-amine). Isolated yield 104.0%. Reaction SMILES: [O:1]([CH2:19][CH2:20][C:21]1([CH2:27][CH2:28][N:29]2C(=O)C3=CC=CC=C3C2=O)[CH2:26][CH2:25][CH2:24][CH2:23][CH2:22]1)[Si:2]([C:15]([CH3:18])([CH3:17])[CH3:16])([C:9]1[CH:14]=[CH:13][CH:12]=[CH:11][CH:10]=1)[C:3]1[CH:8]=[CH:7][CH:6]=[CH:5][CH:4]=1.O.NN.C(OCC)C>C(O)C>[O:1]([CH2:19][CH2:20][C:21]1([CH2:27][CH2:28][NH2:29])[CH2:22][CH2:23][CH2:24][CH2:25][CH2:26]1)[Si:2]([C:15]([CH3:17])([CH3:18])[CH3:16])([C:9]1[CH:10]=[CH:11][CH:12]=[CH:13][CH:14]=1)[C:3]1[CH:8]=[CH:7][CH:6]=[CH:5][CH:4]=1 |f:1.2|. Procedure: To a solution of N-[2-[1-[2(tert-butyldiphenylsiloxy)ethyl]cyclohexyl]-ethyl]phthalimide (1.52 g) dissolved in ethanol (30 mL) was added hydrazine monohydrate. The reaction solution was heated under reflux for 4 hours. To this was added diethyl ether and the insolbles were filtered off. The solvent was then distilled off under reduced pressure. To this was added chloroform, and the solution was made basic by addition of a 1N aqueous hydroxide solution. The solution was then extracted with chloro... Reactants: N(=[N+]=[N-])C1=C(CNC(OC(C)(C)C)=O)C=CC=C1 (tert-butyl 2-azidobenzylcarbamate), C(C)#N (acetonitrile), 15, C(C)(C)(C)ON=O (tert-butylnitrite), C[Si](C)(C)N=[N+]=[N-] (trimethylsilylazide), N(=[N+]=[N-])C1=C(CNC(OC(C)(C)C)=O)C=CC=C1 (tert-butyl 2-azidobenzylcarbamate). Run in C(C#C)O (propargyl alcohol). Conditions: temperature 0 celsius, time 3 hour. Product: OCC=1N=NN(C1)C1=C(CNC(OC(C)(C)C)=O)C=CC=C1 (tert-butyl 2-(4-(hydroxymethyl)-1H-1,2,3-triazol-1-yl)benzylcarbamate). The yield is 38.0%. RXN SMILES: [N:1]([C:4]1[CH:18]=[CH:17][CH:16]=[CH:15][C:5]=1[CH2:6][NH:7][C:8](=[O:14])[O:9][C:10]([CH3:13])([CH3:12])[CH3:11])=[N+:2]=[N-:3].[C:19](#N)[CH3:20].[C:22]([O:26]N=O)(C)(C)C.C[Si](N=[N+]=[N-])(C)C>C(O)C#C>[OH:26][CH2:22][C:19]1[N:3]=[N:2][N:1]([C:4]2[CH:18]=[CH:17][CH:16]=[CH:15][C:5]=2[CH2:6][NH:7][C:8](=[O:14])[O:9][C:10]([CH3:13])([CH3:12])[CH3:11])[CH:20]=1. Reported procedure: To a THF (30 mL) solution of 2-aminobenzyl amine (2.0 g, 16.4 mmol) was added triethylamine (4.60 mL, 32.7 mmol) and di-tert-butyldicarbonate (4.3 g, 19.6 mmol). The reaction mixture was stirred at room temperature for 16 h. The crude reaction mixture was then poured over saturated aqueous NaHCO3 and the product was then extracted with ethyl acetate. The organic phase was washed with brine and then dried over MgSO4, filtered and concentrated in vacuo. The crude product was purified by silica gel... Starting materials: [NH4+].[OH-] (NH4OH), CC1=C(/C=C/C2=CSC3=C2N=CN=C3N)C=C(C=C1)[N+](=O)[O-] ((E)-7-(2-methyl-5-nitrostyryl)thieno[3,2-d]pyrimidine-4-amine), O.O.Cl[Sn]Cl (SnCl2.2H2O), Cl (HCl), C(=O)([O-])[O-].[Na+].[Na+] (Na2CO3). The solvent is C(C)(=O)OCC (ethyl acetate). Run at time 18 hour. Yields the product NC=1C=CC(=C(/C=C/C2=CSC3=C2N=CN=C3N)C1)C ((E)-7-(5-amino-2-methylstyryl)thieno[3,2-d]pyrimidine-4-amine). Isolated yield 95.9%. RXN SMILES: [CH3:1][C:2]1[CH:19]=[CH:18][C:17]([N+:20]([O-])=O)=[CH:16][C:3]=1/[CH:4]=[CH:5]/[C:6]1[C:10]2[N:11]=[CH:12][N:13]=[C:14]([NH2:15])[C:9]=2[S:8][CH:7]=1.O.O.Cl[Sn]Cl.Cl.[NH4+].[OH-].C([O-])([O-])=O.[Na+].[Na+]>C(OCC)(=O)C>[NH2:20][C:17]1[CH:18]=[CH:19][C:2]([CH3:1])=[C:3]([CH:16]=1)/[CH:4]=[CH:5]/[C:6]1[C:10]2[N:11]=[CH:12][N:13]=[C:14]([NH2:15])[C:9]=2[S:8][CH:7]=1 |f:1.2.3,5.6,7.8.9|. Procedure: (E)-7-(2-methyl-5-nitrostyryl)thieno[3,2-d]pyrimidine-4-amine (0.3 g, 0.96 mmol) was dissolved in ethyl acetate (5 mL) and then SnCl2.2H2O (1 g, 4.81 mmol) and conc. HCl (0.5 mL) were added thereto, and the reaction mixture was stirred at room temperature for 18 hours. After the reaction was completed NH4OH solution was added thereto to pH 5. Then, anhydrous Na2CO3 was added thereto to pH 7. The reaction mixture was filtered with Celite and washed with ethyl acetate several times. The filtrate w... The reactants are ClC1=NC=CC(=C1)C(N(CC)CC)=O (2-Chloro-4-diethylcarbamoylpyridine), NCCCO (3-aminopropanol), [H-].[Na+] (sodium hydride). Product: C(C)N(C(=O)C1=CC(=NC=C1)OCCCN)CC (3-(4-diethylcarbamoyl-2-pyridyloxy)propylamine). As a reaction SMILES: Cl[C:2]1[CH:7]=[C:6]([C:8](=[O:14])[N:9]([CH2:12][CH3:13])[CH2:10][CH3:11])[CH:5]=[CH:4][N:3]=1.[NH2:15][CH2:16][CH2:17][CH2:18][OH:19].[H-].[Na+]>>[CH2:10]([N:9]([CH2:12][CH3:13])[C:8]([C:6]1[CH:5]=[CH:4][N:3]=[C:2]([O:19][CH2:18][CH2:17][CH2:16][NH2:15])[CH:7]=1)=[O:14])[CH3:11] |f:2.3|. Procedure: 2-Chloro-4-diethylcarbamoylpyridine is reacted with 3-aminopropanol and sodium hydride to give 3-(4-diethylcarbamoyl-2-pyridyloxy)propylamine, which is reduced with lithium aluminium hydride in tetrahydrofuran to give 3-(4-diethylaminomethyl-2-pyridyloxy)propylamine; this product is heated under reflux in pyridine with 2-nitroamino-5-(6-methyl-3-pyridylmethyl)-4-pyrimidone to give 2-[3-(4-diethylaminomethyl-2-pyridyloxy)propylamino]-5-(6-methyl-3-pyridylmethyl)-4-pyrimidone. Starting materials: O=C([O-])[O-], CI, CN(C)C=O, [K+], [K+], CNS(=O)(=O)CC(=O)C=C(C)N. The product is CC(N)=CC(=O)CS(=O)(=O)N(C)C. RXN SMILES: [C:15](=[O:16])([O-:17])[O-:18].[CH3:13][I:14].[CH3:21][N:22]([CH3:23])[CH:24]=[O:25].[K+:19].[K+:20].[NH2:1][C:2](=[CH:3][C:4]([CH2:5][S:6](=[O:7])(=[O:8])[NH:9][CH3:10])=[O:11])[CH3:12]>>[NH2:1][C:2](=[CH:3][C:4]([CH2:5][S:6](=[O:7])(=[O:8])[N:9]([CH3:10])[CH3:15])=[O:11])[CH3:12]. Conditions: time 16 hour. Isolated yield 75.4%. Starting materials: C(C)NC1=CC=C(C=C1)C(C(F)(F)F)(C(F)(F)F)O (2-(4-Ethylamino-phenyl)-1,1,1,3,3,3-hexafluoro-propan-2-ol), [N+](=O)([O-])C1=CC=C(C=C1)S(=O)(=O)Cl (4-Nitro-benzenesulfonyl chloride), CN(C)C1=NC=CC=C1 (dimethylaminopyridine). Reported procedure: To a solution of 104 mg 2-(4-Ethylamino-phenyl)-1,1,1,3,3,3-hexafluoro-propan-2-ol in 3 ml of pyridine was added 104 mg 4-Nitro-benzenesulfonyl chloride and 10 mg of dimethylaminopyridine. The mixture was stirred for 16 hrs and then concentrated in vacuo. After chromatography (1:3 Ethyl Acetate:Hexane), 129 mg of the named product was obtained. 1H NMR was consistent with the structure. Run in N1=CC=CC=C1 (pyridine). RXN SMILES: [CH2:1]([NH:3][C:4]1[CH:9]=[CH:8][C:7]([C:10]([OH:19])([C:15]([F:18])([F:17])[F:16])[C:11]([F:14])([F:13])[F:12])=[CH:6][CH:5]=1)[CH3:2].[N+:20]([C:23]1[CH:28]=[CH:27][C:26]([S:29](Cl)(=[O:31])=[O:30])=[CH:25][CH:24]=1)([O-:22])=[O:21].CN(C1C=CC=CN=1)C>N1C=CC=CC=1>[CH2:1]([N:3]([C:4]1[CH:5]=[CH:6][C:7]([C:10]([OH:19])([C:11]([F:13])([F:14])[F:12])[C:15]([F:16])([F:18])[F:17])=[CH:8][CH:9]=1)[S:29]([C:26]1[CH:25]=[CH:24][C:23]([N+:20]([O-:22])=[O:21])=[CH:28][CH:27]=1)(=[O:30])=[O:31])[CH3:2]. Yields the product C(C)N(S(=O)(=O)C1=CC=C(C=C1)[N+](=O)[O-])C1=CC=C(C=C1)C(C(F)(F)F)(C(F)(F)F)O (N-Ethyl-4-nitro-N-[4-(2,2,2-trifluoro-1-hydroxy-1-trifluoromethyl-ethyl)-phenyl]-benzenesulfonamide). Reactants: CC1=C(C(=CC=C1)C)N(S(=O)(=O)C)CC(C)OS(=O)(=O)C (1-[N-(2,6-dimethylphenyl)-methanesulfonamido]-2-methanesulfonyloxy-propane), N (ammonia), steel. Solvent: O (water), CO (methanol), CO (methanol). Yields the product CC1=C(C(=CC=C1)C)N(S(=O)(=O)C)CC(C)N (1-[N-(2,6-dimethylphenyl)-methanesulfonamido]-2-amino-propane). Reaction SMILES: [CH3:1][C:2]1[CH:7]=[CH:6][CH:5]=[C:4]([CH3:8])[C:3]=1[N:9]([CH2:14][CH:15](OS(C)(=O)=O)[CH3:16])[S:10]([CH3:13])(=[O:12])=[O:11].[NH3:22]>O.CO>[CH3:1][C:2]1[CH:7]=[CH:6][CH:5]=[C:4]([CH3:8])[C:3]=1[N:9]([CH2:14][CH:15]([NH2:22])[CH3:16])[S:10]([CH3:13])(=[O:12])=[O:11]. Reported procedure: A mixture of 1.0 g (3 mmoles) of 1-[N-(2,6-dimethylphenyl)-methanesulfonamido]-2-methanesulfonyloxy-propane, 10 ml of methanol and 5 ml of concentrated aqueous ammonia is heated at 110° C. for 6 hours in a steel bomb. The mixture is cooled, diluted with 30 ml of water, and methanol is evaporated under reduced pressure. The residue is extracted thrice with 20 ml of chloroform, each. The chloroform solutions are combined, washed thrice with 20 ml of water, each, dried over anhydrous magnesium sulf...